From a dataset of the Open Reaction Database (ORD), a public repository of structured organic reaction records. describe an organic reaction: reactants, conditions, products, and yield The reactants are CI, O=c1cc(Nc2ccc(I)cc2F)c([N+](=O)[O-])c[nH]1, [H-], [Na+], CN(C)C=O, O. Yields the product Cn1cc([N+](=O)[O-])c(Nc2ccc(I)cc2F)cc1=O. RXN SMILES: [CH3:22][I:23].[F:1][c:2]1[c:3]([NH:9][c:10]2[cH:11][c:12](=[O:19])[nH:13][cH:14][c:15]2[N+:16](=[O:17])[O-:18])[cH:4][cH:5][c:6]([I:8])[cH:7]1.[H-:21].[Na+:20].[O:25]=[CH:26][N:27]([CH3:28])[CH3:29].[OH2:24]>>[F:1][c:2]1[c:3]([NH:9][c:10]2[cH:11][c:12](=[O:19])[n:13]([CH3:22])[cH:14][c:15]2[N+:16](=[O:17])[O-:18])[cH:4][cH:5][c:6]([I:8])[cH:7]1. Starting materials: FC1=CC=C(C=C1)N1N=CC2=C1C=C1CCN(C[C@]1(C2)C=O)S(=O)(=O)C2=CC=C(C=C2)C(F)(F)F ((R)-1-(4-fluorophenyl)-6-((4-(trifluoromethyl)phenyl)sulfonyl)-4,4a,5,6,7,8-hexahydro-1H-pyrazolo[3,4-g]isoquinoline-4a-carbaldehyde), CC=1OC=NN1 (2-Methyl-[1,3,4]-oxadiazole), C(CCC)[Li] (butyl lithium), CCOCC.[Mg+2].[Br-].[Br-] (Magnesium bromide diethyl etherate), [Cl-].[NH4+] (ammonium chloride). Run in O1CCCC1 (tetrahydrofuran), O1CCCC1 (tetrahydrofuran), O (water). Reaction conditions: temperature -78 celsius, time 10 minute. Product: FC1=CC=C(C=C1)N1N=CC2=C1C=C1CCN(C[C@]1(C2)C(O)C=2OC(=NN2)C)S(=O)(=O)C2=CC=C(C=C2)C(F)(F)F ((R)-(1-(4-fluorophenyl)-6-((4-(trifluoromethyl)phenyl)sulfonyl)-4,4a,5,6,7,8-hexahydro-1H-pyrazolo[3,4-g]isoquinolin-4a-yl)(5-methyl-1,3,4-oxadiazol-2-yl)-(R/S)-methanol). The yield is 21.2%. As a reaction SMILES: [CH3:1][C:2]1[O:3][CH:4]=[N:5][N:6]=1.C([Li])CCC.CCOCC.[Mg+2].[Br-].[Br-].[F:20][C:21]1[CH:26]=[CH:25][C:24]([N:27]2[C:31]3[CH:32]=[C:33]4[C@:38]([CH:40]=[O:41])([CH2:39][C:30]=3[CH:29]=[N:28]2)[CH2:37][N:36]([S:42]([C:45]2[CH:50]=[CH:49][C:48]([C:51]([F:54])([F:53])[F:52])=[CH:47][CH:46]=2)(=[O:44])=[O:43])[CH2:35][CH2:34]4)=[CH:23][CH:22]=1.[Cl-].[NH4+]>O1CCCC1.O>[F:20][C:21]1[CH:26]=[CH:25][C:24]([N:27]2[C:31]3[CH:32]=[C:33]4[C@:38]([CH:40]([C:4]5[O:3][C:2]([CH3:1])=[N:6][N:5]=5)[OH:41])([CH2:39][C:30]=3[CH:29]=[N:28]2)[CH2:37][N:36]([S:42]([C:45]2[CH:46]=[CH:47][C:48]([C:51]([F:54])([F:52])[F:53])=[CH:49][CH:50]=2)(=[O:44])=[O:43])[CH2:35][CH2:34]4)=[CH:23][CH:22]=1 |f:2.3.4.5,7.8|. Procedure details: 2-Methyl-[1,3,4]-oxadiazole (140 mg, 1.67 mmol) in dry tetrahydrofuran (5 mL) was cooled to −78° C. and butyl lithium (2.5 M solution in hexanes, 600 μL, 1.5 mmol) was added dropwise. The resultant reaction mixture was stirred for 10 minutes at −78° C. Magnesium bromide diethyl etherate (400 mg, 1.55 mmol) was added in one portion and the mixture was warmed to −45° C. over 1.5 hours where the temperature was maintained for 20 minutes. The reaction was re-cooled to −78° C. and a solution of (R)-1...